Dataset: the Open Reaction Database (ORD), a public repository of structured organic reaction records. Task: describe an organic reaction: reactants, conditions, products, and yield Reactants: O (water), ClC1=NC(=CC2=C1CNC2=O)C (4-chloro-6-methyl-2,3-dihydro-1H-pyrrolo[3,4-c]pyridin-1-one), ClCC=1C=C(C(=NC1)OCC(F)(F)F)C (5-(chloromethyl)-3-methyl-2-(2,2,2-trifluoroethoxy)pyridine), [H-].[Na+] (sodium hydride). Solvent: CC(=O)N(C)C (DMA). Conditions: time 1 hour. Product: ClC1=NC(=CC2=C1CN(C2=O)CC=2C=NC(=C(C2)C)OCC(F)(F)F)C (4-chloro-6-methyl-2-((5-methyl-6-(2,2,2-trifluoroethoxy)pyridin-3-yl)methyl)-2,3-dihydro-1H-pyrrolo[3,4-c]pyridin-1-one). Yield: 33.7%. RXN SMILES: [Cl:1][C:2]1[C:7]2[CH2:8][NH:9][C:10](=[O:11])[C:6]=2[CH:5]=[C:4]([CH3:12])[N:3]=1.Cl[CH2:14][C:15]1[CH:16]=[C:17]([CH3:27])[C:18]([O:21][CH2:22][C:23]([F:26])([F:25])[F:24])=[N:19][CH:20]=1.[H-].[Na+].O>CC(N(C)C)=O>[Cl:1][C:2]1[C:7]2[CH2:8][N:9]([CH2:14][C:15]3[CH:20]=[N:19][C:18]([O:21][CH2:22][C:23]([F:26])([F:25])[F:24])=[C:17]([CH3:27])[CH:16]=3)[C:10](=[O:11])[C:6]=2[CH:5]=[C:4]([CH3:12])[N:3]=1 |f:2.3|. Procedure details: A mixture of 4-chloro-6-methyl-2,3-dihydro-1H-pyrrolo[3,4-c]pyridin-1-one (91 mg, 0.50 mmol, Step-1), 5-(chloromethyl)-3-methyl-2-(2,2,2-trifluoroethoxy)pyridine (119 mg, 0.50 mmol, Step-3 in Amine-3) and sodium hydride (40 mg, 0.99 mmol) in DMA (1.7 mL) is stirred for 1 hour at rt. The reaction mixture is poured into water and extracted with EtOAc. The organic layer is dried over sodium sulfate. After filtration, the filtrate and volatiles are removed. The residue is purified by column chromato...